describe an organic reaction: reactants, conditions, products, and yield From a dataset of the Open Reaction Database (ORD), a public repository of structured organic reaction records. The reactants are C1(=CC=CC=C1)C(C(=O)Cl)C1=CC=CC=C1 (diphenylacetyl chloride), NCCCN1CCC(CC1)C=1C=CC(=C(C1)NC(C(C)C)=O)F (N-{5-[1-(3-aminopropyl)-4-piperidinyl]-2-fluorophenyl}-2-methylpropanamide). Yields the product C1(=CC=CC=C1)C(C(=O)NCCCN1CCC(CC1)C=1C=CC(=C(C1)NC(C(C)C)=O)F)C1=CC=CC=C1 (N-[5-(1-{3-[(DIPHENYLACETYL)AMINO]PROPYL}-4-PIPERIDINYL)-2-FLUOROPHENYL]-2-METHYLPROPANAMIDE). As a reaction SMILES: [C:1]1([CH:7]([C:11]2[CH:16]=[CH:15][CH:14]=[CH:13][CH:12]=2)[C:8](Cl)=[O:9])[CH:6]=[CH:5][CH:4]=[CH:3][CH:2]=1.[NH2:17][CH2:18][CH2:19][CH2:20][N:21]1[CH2:26][CH2:25][CH:24]([C:27]2[CH:28]=[CH:29][C:30]([F:39])=[C:31]([NH:33][C:34](=[O:38])[CH:35]([CH3:37])[CH3:36])[CH:32]=2)[CH2:23][CH2:22]1>>[C:1]1([CH:7]([C:11]2[CH:16]=[CH:15][CH:14]=[CH:13][CH:12]=2)[C:8]([NH:17][CH2:18][CH2:19][CH2:20][N:21]2[CH2:22][CH2:23][CH:24]([C:27]3[CH:28]=[CH:29][C:30]([F:39])=[C:31]([NH:33][C:34](=[O:38])[CH:35]([CH3:37])[CH3:36])[CH:32]=3)[CH2:25][CH2:26]2)=[O:9])[CH:6]=[CH:5][CH:4]=[CH:3][CH:2]=1. Reported procedure: Example 56 was prepared from diphenylacetyl chloride and N-{5-[1-(3-aminopropyl)-4-piperidinyl]-2-fluorophenyl}-2-methylpropanamide according to the procedures described in Scheme 8: 1H NMR (400 MHz, CD3OD,) δ 7.80–7.64 (m, 1H), 7.37–7.09 (m, 12H), 7.08–6.98 (m, 1H), 6.98–6.88 (br, 1H), 4.90 (s, 1H), 3.47–3.33 (m, 2H), 3.33–3.18 (m, 2H), 3.01–2.81 (m, 4H), 2.81–2.69 (m, 1H), 2.69–2.54 (m, 1H), 2.10–1.66 (m, 6H), 1.10 (d, 6H, J=6.4 Hz); ESMS m/e: 516.4 (M+H)+. Anal. Calc. For (HCl salt) C32H39ClF...